describe an organic reaction: reactants, conditions, products, and yield From a dataset of the Open Reaction Database (ORD), a public repository of structured organic reaction records. The reactants are NC1=NC=CC=C1O (2-amino-3-hydroxypyridine), CC1=C(CCl)C=CC=C1 (2-methylbenzyl chloride). The reagents and catalysts are CCCCCCCC[N+](C)(CCCCCCCC)CCCCCCCC.[Cl-] (Adogen 464). The solvent is [OH-].[Na+] (sodium hydroxide), C(Cl)Cl (methylene chloride). Conditions: time 24 hour. The product is NC1=NC=CC=C1OCC1=C(C=CC=C1)C (2-amino-3-(2-methylbenzyloxy)pyridine). RXN SMILES: [NH2:1][C:2]1[C:7]([OH:8])=[CH:6][CH:5]=[CH:4][N:3]=1.[CH3:9][C:10]1[CH:17]=[CH:16][CH:15]=[CH:14][C:11]=1[CH2:12]Cl>CCCCCCCC[N+](CCCCCCCC)(CCCCCCCC)C.[Cl-].[OH-].[Na+].C(Cl)Cl>[NH2:1][C:2]1[C:7]([O:8][CH2:9][C:10]2[CH:17]=[CH:16][CH:15]=[CH:14][C:11]=2[CH3:12])=[CH:6][CH:5]=[CH:4][N:3]=1 |f:2.3,4.5|. Reported procedure: To a mixture of 2-amino-3-hydroxypyridine (7 g) and Adogen 464 (Trademark: prepared by Aldrich Chemical Co.) (0.4 g) in 40% aqueous sodium hydroxide (32 ml) and methylene chloride (32 ml) was added 2-methylbenzyl chloride (8.42 ml) at ambient temperature. After being stirred for 24 hours, the organic layer was separated and the aqueous layer was extracted with methylene chloride. The combined extracts were washed with saturated sodium chloride aqueous solution, dried over magnesium sulfate, and ... The reactants are solution, [OH-].[Na+] (sodium hydroxide), B (borane), NC12CC3(CC(CC(C1)C3)C2)C(=O)O (3-amino-1-adamantanecarboxylic acid), solution, B(F)(F)F.CCOCC (boron trifluoride etherate). Solvent: O1CCCC1 (tetrahydrofuran), O1CCCC1 (tetrahydrofuran), O1CCCC1 (tetrahydrofuran). Conditions: temperature 100 celsius. Product: NC12CC3(CC(CC(C1)C3)C2)CO (3-amino-1-adamantanemethanol). RXN SMILES: [NH2:1][C:2]12[CH2:11][CH:6]3[CH2:7][CH:8]([CH2:10][C:4]([C:12](O)=[O:13])([CH2:5]3)[CH2:3]1)[CH2:9]2.B(F)(F)F.CCOCC.B.[OH-].[Na+]>O1CCCC1>[NH2:1][C:2]12[CH2:11][CH:6]3[CH2:7][CH:8]([CH2:10][C:4]([CH2:12][OH:13])([CH2:5]3)[CH2:3]1)[CH2:9]2 |f:1.2,4.5|. Procedure details: To a solution of 5.98 g of 3-amino-1-adamantanecarboxylic acid in 40 ml of dry tetrahydrofuran stirred under a nitrogen atmosphere is added 6.5 ml of boron trifluoride etherate. Stirring is continued as 35 ml of a 1 M solution of borane in tetrahydrofuran is added at a rate which maintains reflux. The reaction mixture is refluxed for 4.5 hours then cooled and 20 ml of a 4 N solution of sodium hydroxide is added dropwise. The upper phase, which contains the tetrahydrofuran and the borate ester of... The reactants are C(C)OC(=O)C1=CNC=C1C(=O)C=1C(=NC=CC1)Cl (4-(2-chloro-pyridine-3-carbonyl)-1H-pyrrole-3-carboxylic acid ethyl ester), O.NN (hydrazine hydrate). The solvent is C(C)O (ethanol). Reaction conditions: temperature 80 celsius. Product: C(C)OC(=O)C1=CNC=C1C1=NNC2=NC=CC=C21 (4-(1H-Pyrazolo[3,4-b]pyridin-3-yl)-1H-pyrrole-3-carboxylic acid ethyl ester). The yield is 16.3%. Reaction SMILES: [CH2:1]([O:3][C:4]([C:6]1[C:10]([C:11]([C:13]2[C:14](Cl)=[N:15][CH:16]=[CH:17][CH:18]=2)=O)=[CH:9][NH:8][CH:7]=1)=[O:5])[CH3:2].O.[NH2:21][NH2:22]>C(O)C>[CH2:1]([O:3][C:4]([C:6]1[C:10]([C:11]2[C:13]3[C:14](=[N:15][CH:16]=[CH:17][CH:18]=3)[NH:22][N:21]=2)=[CH:9][NH:8][CH:7]=1)=[O:5])[CH3:2] |f:1.2|. Procedure details: A mixture of 4-(2-chloro-pyridine-3-carbonyl)-1H-pyrrole-3-carboxylic acid ethyl ester (170 mg, 0.6 mmol) and hydrazine hydrate (0.8 g) in ethanol (10 mL) was heated at 80° C. for 24 hours. The reaction was concentrated, the residue was recrystallized to give 25 mg (16%) of the titled compound. The reactants are CC1=C(C(=O)O)C=C(C(=C1)C)C(CC)=O (2,4-dimethyl-5-propionylbenzoic acid), CO (methanol), CC1=C(C(=O)O)C=C(C(=C1)C)C(CC)=O (2,4-dimethyl-5-propionylbenzoic acid), S(O)(O)(=O)=O (sulfuric acid). Run at temperature 70 celsius, time 5 hour. Yields the product CC1=C(C(=O)OC)C=C(C(=C1)C)C(CC)=O (Methyl 2,4-dimethyl-5-propionylbenzoate). Isolated yield 70.0%. Reaction SMILES: [CH3:1][C:2]1[CH:10]=[C:9]([CH3:11])[C:8]([C:12](=[O:15])[CH2:13][CH3:14])=[CH:7][C:3]=1[C:4]([OH:6])=[O:5].S(=O)(=O)(O)O.[CH3:21]O>>[CH3:1][C:2]1[CH:10]=[C:9]([CH3:11])[C:8]([C:12](=[O:15])[CH2:13][CH3:14])=[CH:7][C:3]=1[C:4]([O:6][CH3:21])=[O:5]. Procedure details: To a 100-mL round-bottom flask, was carefully added 2,4-dimethyl-5-propionylbenzoic acid (compound 1.4, 1.2 g, 5.8 mmol), sulfuric acid (1.0 mL, 19 mmol) and methanol (30 mL). The resulting solution was stirred at 70° C. for 5 h, then concentrated under reduced pressure. The residue was carefully diluted with H2O (50 mL) and extracted ethyl acetate (100 mL). The organic layer was washed with H2O (2×100 mL) and brine (100 mL), dried (Na2SO4), filtered, and concentrated under reduced pressure. The...